From a dataset of the Open Reaction Database (ORD), a public repository of structured organic reaction records. describe an organic reaction: reactants, conditions, products, and yield The reactants are Cl (hydrochloric acid), C1(=CC=CC=C1)CN1CCC(CC1)(C(=O)N)NC1=CC(=CC=C1)C(F)(F)F (1-(phenylmethyl)-4-{[3-(trifluoromethyl)phenyl]amino}-4-piperidinecarboxamide), [OH-].[Na+] (sodium hydroxide). Run in O (water), O (water). Reaction conditions: time 3.5 hour. Yields the product C1(=CC=CC=C1)CN1CCC(CC1)(C(=O)O)NC1=CC(=CC=C1)C(F)(F)F (1-(phenylmethyl)-4-[3-(trifluoromethyl)phenylamino] -4-piperidinecarboxylic acid). Reaction SMILES: Cl.[C:2]1([CH2:8][N:9]2[CH2:14][CH2:13][C:12]([NH:18][C:19]3[CH:24]=[CH:23][CH:22]=[C:21]([C:25]([F:28])([F:27])[F:26])[CH:20]=3)([C:15](N)=[O:16])[CH2:11][CH2:10]2)[CH:7]=[CH:6][CH:5]=[CH:4][CH:3]=1.[OH-:29].[Na+]>O>[C:2]1([CH2:8][N:9]2[CH2:10][CH2:11][C:12]([NH:18][C:19]3[CH:24]=[CH:23][CH:22]=[C:21]([C:25]([F:28])([F:27])[F:26])[CH:20]=3)([C:15]([OH:16])=[O:29])[CH2:13][CH2:14]2)[CH:7]=[CH:6][CH:5]=[CH:4][CH:3]=1 |f:2.3|. Reported procedure: To 792 parts of concentrated hydrochloric acid solution are added 100 parts of 1-(phenylmethyl)-4-{[3-(trifluoromethyl)phenyl]amino}-4-piperidinecarboxamide. The whole is heated to reflux temperature while stirring. 230 Parts of water are added followed by the addition of anti-foam. Stirring at reflux is continued for 3.50 h. After cooling to room temperature, the reaction mixture is poured into a vessel and 200 parts of water are added. The whole is strongly alkalized with sodium hydroxide whil... The reactants are C(#N)C1=C(C(=C(C(=C1F)F)O)F)F (4-cyano-2,3, 5,6-tetrafluorophenol), C(C=C)(=O)Cl (acrylic acid chloride), resultant solution. Run in C(Cl)(Cl)(Cl)Cl (carbon tetrachloride). Product: C(C=C)(=O)OC1=C(C(=C(C(=C1F)F)C#N)F)F (4-cyano-2,3,5,6-tetrafluorophenyl acrylate). Isolated yield 62.0%. As a reaction SMILES: [C:1]([C:3]1[C:8]([F:9])=[C:7]([F:10])[C:6]([OH:11])=[C:5]([F:12])[C:4]=1[F:13])#[N:2].[C:14](Cl)(=[O:17])[CH:15]=[CH2:16]>C(Cl)(Cl)(Cl)Cl>[C:14]([O:11][C:6]1[C:5]([F:12])=[C:4]([F:13])[C:3]([C:1]#[N:2])=[C:8]([F:9])[C:7]=1[F:10])(=[O:17])[CH:15]=[CH2:16]. Reported procedure: In 200 ml of carbon tetrachloride, 19.1 g (0.100 mol) of 4-cyano-2,3, 5,6-tetrafluorophenol and 11.3 g (0.125 mol) of acrylic acid chloride were dissolved. To the resultant solution, 20 g of molecular sieve 3 Å in diameter was added. The mixture was stirred under reflux for 38 hours. The resultant reaction mixture was cooled off and filtered to separate the molecular sieve. The filtrate was dried with magnesium sulfate and evaporated to dryness with a rotary evaporator. Consequently, there was o... Reactants: O (water), C(C1=CC=CC=C1)N(C(C1=C(C=CC=C1)I)=O)C=1CCN(CC1)C(=O)OC(C)(C)C (N-benzyl-N-(1-tert-butoxycarbonyl-1,2,3,6-tetrahydropyridin-4-yl)-2-iodobenzamide), C1(=CC=CC=C1)P(C1=CC=CC=C1)C1=CC=CC=C1 (triphenylphosphine), C(=O)([O-])[O-].[K+].[K+] (K2CO3). Reagents/catalysts: [Cl-].C(C)[N+](CC)(CC)CC (tetraethylammonium chloride), C(C)(=O)[O-].[Pd+2].C(C)(=O)[O-] (palladium acetate). Run in C(C)#N (acetonitrile). Run at temperature 80 celsius, time 6 hour. Product: C(C1=CC=CC=C1)N1C(C2=CC=CC=C2C12C=CN(CC2)C(=O)OC(C)(C)C)=O (2-benzyl-1′-tert-butoxycarbonyl-1′,6′-dihydro-spiro[1H-isoindole-1,4′(5′H)-pyridine]-3(2H)-one). Yield: 90.7%. As a reaction SMILES: [CH2:1]([N:8]([C:18]1[CH2:19][CH2:20][N:21]([C:24]([O:26][C:27]([CH3:30])([CH3:29])[CH3:28])=[O:25])[CH2:22][CH:23]=1)[C:9](=[O:17])[C:10]1[CH:15]=[CH:14][CH:13]=[CH:12][C:11]=1I)[C:2]1[CH:7]=[CH:6][CH:5]=[CH:4][CH:3]=1.C1(P(C2C=CC=CC=2)C2C=CC=CC=2)C=CC=CC=1.C([O-])([O-])=O.[K+].[K+].O>C(#N)C.[Cl-].C([N+](CC)(CC)CC)C.C([O-])(=O)C.[Pd+2].C([O-])(=O)C>[CH2:1]([N:8]1[C:18]2([CH2:19][CH2:20][N:21]([C:24]([O:26][C:27]([CH3:30])([CH3:29])[CH3:28])=[O:25])[CH:22]=[CH:23]2)[C:15]2[C:10](=[CH:11][CH:12]=[CH:13][CH:14]=2)[C:9]1=[O:17])[C:2]1[CH:7]=[CH:6][CH:5]=[CH:4][CH:3]=1 |f:2.3.4,7.8,9.10.11|. Procedure: To N-benzyl-N-(1-tert-butoxycarbonyl-1,2,3,6-tetrahydropyridin-4-yl)-2-iodobenzamide (2.4 g) dissolved in acetonitrile, palladium acetate (80 mg), triphenylphosphine (187 mg), anhydrous K2CO3 (987 mg) and tetraethylammonium chloride (591 mg) were added and stirred at 80° C. for 6 hours. The reaction mixture was poured into water and extracted with ethyl acetate. The ethyl acetate layer was dried over anhydrous Na2SO4 and concentrated. The residue was purified by column chromatography on silica g... Starting materials: C(C)OC(=O)C1=CN(C2=CC(=C(C=C2C1=O)F)F)C (6,7-Difluoro-1,4-dihydro-1-methyl-4-oxo-quinoline-3-carboxylic acid ethyl ester). The solvent is Cl (hydrochloric acid). Yields the product FC=1C=C2C(C(=CN(C2=CC1F)C)C(=O)O)=O (6,7-Difluoro-1,4-dihydro-1-methyl-4-oxo-quinoline-3-carboxylic acid). Isolated yield 89.0%. As a reaction SMILES: C([O:3][C:4]([C:6]1[C:15](=[O:16])[C:14]2[C:9](=[CH:10][C:11]([F:18])=[C:12]([F:17])[CH:13]=2)[N:8]([CH3:19])[CH:7]=1)=[O:5])C>Cl>[F:17][C:12]1[CH:13]=[C:14]2[C:9](=[CH:10][C:11]=1[F:18])[N:8]([CH3:19])[CH:7]=[C:6]([C:4]([OH:5])=[O:3])[C:15]2=[O:16]. Procedure: 6,7-Difluoro-1,4-dihydro-1-methyl-4-oxo-quinoline-3-carboxylic acid ethyl ester (7.24 g, 27.1 mmol) was mixed with 1N hydrochloric acid (300 ml) and heated to reflux for 2 hours. The reaction mixture was filtered, and the precipitate washed with water and dried under vacuum to provide the title product as a white solid, m.p. 284°-287° (5.78 g, 24.2 mmol, 89% yield). The reactants are C1(=CC=C(C=C1)S(=O)(=O)O)C (p-toluenesulfonic acid), C1=CC=CC=2SC3=CC=CC=C3SC12 (thianthrene), C(=O)(C(=O)OCC)Cl (ethoxalyl chloride), C1(=CC=CC=2SC3=CC=CC=C3SC12)C(C(=O)O)=O (2-thianthrenylglyoxylic acid), C[Mg]I (CH3MgI), ethyl ester, ethyl ester, C1=C(C=CC=2SC3=CC=CC=C3SC12)C(C(=O)O)(C)O (2-(2-thianthrenyl)-2-hydroxypropionic acid), [Al+3].[Cl-].[Cl-].[Cl-] (AlCl3). Solvent: CCOCC (ether), C=1(C(=CC=CC1)C)C (xylene), ClCCCl (1,2-dichloroethane). Product: ethyl ester, C1=C(C=CC=2SC3=CC=CC=C3SC12)C(C(=O)O)C (2-(2-thianthrenyl)-propionic acid). RXN SMILES: [CH:1]1[C:14]2[S:13][C:12]3[C:7](=[CH:8][CH:9]=[CH:10][CH:11]=3)[S:6][C:5]=2[CH:4]=[CH:3][C:2]=1[C:15](O)([CH3:19])[C:16]([OH:18])=[O:17].C1C2SC3C(=CC=CC=3)SC=2C=CC=1.C(Cl)(C(OCC)=O)=O.[Al+3].[Cl-].[Cl-].[Cl-].C1(C(=O)C(O)=O)C2SC3C(=CC=CC=3)SC=2C=CC=1.C[Mg]I.C1(C)C=CC(S(O)(=O)=O)=CC=1>ClCCCl.CCOCC.C1(C)C(C)=CC=CC=1>[CH:1]1[C:14]2[S:13][C:12]3[C:7](=[CH:8][CH:9]=[CH:10][CH:11]=3)[S:6][C:5]=2[CH:4]=[CH:3][C:2]=1[CH:15]([CH3:19])[C:16]([OH:18])=[O:17] |f:3.4.5.6|. Reported procedure: 33 g. of the ethyl ester of 2-(2-thianthrenyl)-2-hydroxypropionic acid (obtainable by reacting thianthrene with ethoxalyl chloride in 1,2-dichloroethane in the presence of AlCl3 at 10°-20° and reacting the thus-obtained ethyl ester of 2-thianthrenylglyoxylic acid (m.p. 68°-69°) with CH3MgI in ether) is dissolved in 500 ml. of xylene; 1 g. of p-toluenesulfonic acid is added thereto, and the mixture is refluxed for 31/2 hours with the use of a water trap. After cooling, the reaction mixture is was... Starting materials: C(C1=CC=CC=C1)N1C[C@@H](NCC1)C(C)C ((3S)-1-(Benzyl)-3-isopropylpiperazine), solution. The reagents and catalysts are [Pd] (palladium on carbon). The solvent is C(C)(=O)O (acetic acid). Run at temperature 50 celsius, time 4 hour. Product: C(C)(C)[C@@H]1NCCNC1 ((2S)-2-isopropylpiperazine). As a reaction SMILES: C([N:8]1[CH2:13][CH2:12][NH:11][C@@H:10]([CH:14]([CH3:16])[CH3:15])[CH2:9]1)C1C=CC=CC=1>C(O)(=O)C.[Pd]>[CH:14]([C@H:10]1[CH2:9][NH:8][CH2:13][CH2:12][NH:11]1)([CH3:16])[CH3:15]. Procedure: (3S)-1-(Benzyl)-3-isopropylpiperazine (358 mg) was dissolved in acetic acid (10 mL), and to the solution 10% palladium on carbon (40 mg) was added, and the mixture was then stirred at 50° C. under a hydrogen atmosphere for 4 hours. The reaction mixture was filtered, and the filtrate was concentrated under reduced pressure. The residue was purified by column chromatography on silica gel (chloroform:ammonia-saturated methanol=20:1) to obtain the title compound. The reactants are OC(C(F)(F)F)(C)C1CCC(CC1)O (4-(2-hydroxy-1,1,1-trifluoro-2-propyl)cyclohexanol), CC(=O)C.OS(=O)(=O)O.O=[Cr](=O)=O (Jones' reagent), C([O-])(O)=O.[Na+] (sodium bicarbonate), C(C)(C)O (isopropanol). Run in CC(=O)C (acetone), O (water). Reaction conditions: time 1 hour. The product is OC(C(F)(F)F)(C)C1CCC(CC1)=O (4-(2-Hydroxy-1,1,1 -trifluoro-2-propyl)cyclohexanone). As a reaction SMILES: [OH:1][C:2]([CH:8]1[CH2:13][CH2:12][CH:11]([OH:14])[CH2:10][CH2:9]1)([CH3:7])[C:3]([F:6])([F:5])[F:4].CC(C)=O.OS(O)(=O)=O.O=[Cr](=O)=O.C(O)(C)C.C(=O)(O)[O-].[Na+]>CC(C)=O.O>[OH:1][C:2]([CH:8]1[CH2:13][CH2:12][C:11](=[O:14])[CH2:10][CH2:9]1)([CH3:7])[C:3]([F:5])([F:6])[F:4] |f:1.2.3,5.6|. Reported procedure: 18.8 g (0.089 mol) of 4-(2-hydroxy-1,1,1-trifluoro-2-propyl)cyclohexanol were placed in a mixture of 350 ml of acetone and 20 ml of water, and 50 ml of Jones' reagent were added dropwise at from 10° to 15° C. The mixture was subsequently stirred at room temperature for 1 hour, 10 ml of isopropanol were added, and after a further 30 minutes the mixture was neutralized with 40 g of sodium bicarbonate. It was then filtered, the filtrate was concentrated and the residue was taken up with water/dieth...